Dataset: the Open Reaction Database (ORD), a public repository of structured organic reaction records. Task: describe an organic reaction: reactants, conditions, products, and yield Reactants: Cl (HCl), Cl.COC1=CC=C(C=C1)NN (4-Methoxyphenylhydrazine hydrochloride), ClC1=CC=C(CCl)C=C1 (4-chlorobenzylchloride), C(C)(C)N(CC)C(C)C (diisopropylethylamine). The reagents and catalysts are [Br-].C(CCC)[N+](CCCC)(CCCC)CCCC (tetrabutylammonium bromide). The solvent is C(C)OCC (diethyl ether), O1CCOCC1 (dioxane), O (water), C(Cl)Cl (CH2Cl2). Run at time 2 hour. Yields the product Cl.ClC1=CC=C(CN(N)C2=CC=C(C=C2)OC)C=C1 (N-(4-Chloro-benzyl)-N-(4-methoxy-phenyl)-hydrazine Hydrochloride). As a reaction SMILES: Cl.[CH3:2][O:3][C:4]1[CH:9]=[CH:8][C:7]([NH:10][NH2:11])=[CH:6][CH:5]=1.[Cl:12][C:13]1[CH:20]=[CH:19][C:16]([CH2:17]Cl)=[CH:15][CH:14]=1.C(N(C(C)C)CC)(C)C.Cl>[Br-].C([N+](CCCC)(CCCC)CCCC)CCC.C(Cl)Cl.O.C(OCC)C.O1CCOCC1>[ClH:12].[Cl:12][C:13]1[CH:20]=[CH:19][C:16]([CH2:17][N:10]([C:7]2[CH:8]=[CH:9][C:4]([O:3][CH3:2])=[CH:5][CH:6]=2)[NH2:11])=[CH:15][CH:14]=1 |f:0.1,5.6,11.12|. Procedure: A solution of 4-Methoxyphenylhydrazine hydrochloride (10.0 g, 57.3 mmol), 4-chlorobenzylchloride (9.2 g, 57.2 mmol), tetrabutylammonium bromide (3.7 g, 11.5 mmol), and diisopropylethylamine (2 mL, 115 mmol) in CH2Cl2 (250 mL) was stirred at room temperature for several days. The reaction mixture was diluted with water and the organic layer was dried over MgSO4, filtered, and concentrated. The residue was taken up in toluene (200 mL) and diethyl ether (100 mL), and 1 equivalent of 4N HCl in dioxa... Starting materials: C(C)(C)OC1=NC2=CC=C3C(=C2C(=C1)C(F)(F)F)OC[C@H](N3)C ((3R)-3,4-dihydro-8-isopropoxy-3-methyl-10-(trifluoromethyl)-2H-[1,4]oxazino[2,3-f]quinoline), C(CC)=O (propionaldehyde), [BH3-]C#N.[Na+] (NaCNBH3). The solvent is C(=O)(C(F)(F)F)O (TFA). Run at time 12 hour. Product: C(C)(C)OC1=NC2=CC=C3C(=C2C(=C1)C(F)(F)F)OC[C@H](N3CCC)C ((R)-3,4-dihydro-8-isopropoxy-3-methyl-4-propyl-10-(trifluoromethyl)-2H-[1,4]oxazino[2,3-f]quinoline). The yield is 108.6%. RXN SMILES: [CH:1]([O:4][C:5]1[CH:14]=[C:13]([C:15]([F:18])([F:17])[F:16])[C:12]2[C:7](=[CH:8][CH:9]=[C:10]3[NH:22][C@H:21]([CH3:23])[CH2:20][O:19][C:11]3=2)[N:6]=1)([CH3:3])[CH3:2].[CH:24](=O)[CH2:25][CH3:26].[BH3-]C#N.[Na+]>C(O)(C(F)(F)F)=O>[CH:1]([O:4][C:5]1[CH:14]=[C:13]([C:15]([F:18])([F:17])[F:16])[C:12]2[C:7](=[CH:8][CH:9]=[C:10]3[N:22]([CH2:24][CH2:25][CH3:26])[C@H:21]([CH3:23])[CH2:20][O:19][C:11]3=2)[N:6]=1)([CH3:3])[CH3:2] |f:2.3|. Procedure: This compound was prepared according General Method 6 (EXAMPLE 3) from (3R)-3,4-dihydro-8-isopropoxy-3-methyl-10-(trifluoromethyl)-2H-[1,4]oxazino[2,3-f]quinoline (11 mg, 0.03 mmol), propionaldehyde (0.3 mmol, 10 eq) and NaCNBH3 (10 equiv) in 4 mL TFA (0.03 M) stirred at rt for 12 h to afford 12 mg (100%) of (R)-3,4-dihydro-8-isopropoxy-3-methyl-4-propyl-10-(trifluoromethyl)-2H-[1,4]oxazino[2,3-f]quinoline. This material (12 mg, 0.030 mmol) was carried on according to General Method 4 (EXAMPLE 1...